From a dataset of the Open Reaction Database (ORD), a public repository of structured organic reaction records. describe an organic reaction: reactants, conditions, products, and yield Starting materials: C(C1=CC=CC=C1)OC=1C=CC(=C2C=CC(NC12)=O)C1OC1 (8-benzyloxy-5-oxiranyl-1H-quinolin-2-one), COC1=CC=C(CC2(CC2)N)C=C1 (1-(4-methoxy-benzyl)-cyclopropylamine). Solvent: C(CCC)O (n-butanol). Yields the product C(C1=CC=CC=C1)OC=1C=CC(=C2C=CC(NC12)=O)C(CNC1(CC1)CC1=CC=C(C=C1)OC)O (8-benzyloxy-5-{1-hydroxy-2-[1-(4-methoxy-benzyl)-cyclopropylamino]-ethyl}-1H-quinolin-2-one). Reaction SMILES: [CH2:1]([O:8][C:9]1[CH:10]=[CH:11][C:12]([CH:20]2[CH2:22][O:21]2)=[C:13]2[C:18]=1[NH:17][C:16](=[O:19])[CH:15]=[CH:14]2)[C:2]1[CH:7]=[CH:6][CH:5]=[CH:4][CH:3]=1.[CH3:23][O:24][C:25]1[CH:35]=[CH:34][C:28]([CH2:29][C:30]2([NH2:33])[CH2:32][CH2:31]2)=[CH:27][CH:26]=1>C(O)CCC>[CH2:1]([O:8][C:9]1[CH:10]=[CH:11][C:12]([CH:20]([OH:21])[CH2:22][NH:33][C:30]2([CH2:29][C:28]3[CH:34]=[CH:35][C:25]([O:24][CH3:23])=[CH:26][CH:27]=3)[CH2:32][CH2:31]2)=[C:13]2[C:18]=1[NH:17][C:16](=[O:19])[CH:15]=[CH:14]2)[C:2]1[CH:3]=[CH:4][CH:5]=[CH:6][CH:7]=1. Reported procedure: 587 mg (2.0 mmol) 8-benzyloxy-5-oxiranyl-1H-quinolin-2-one and 480 mg (2.7 mmol) 1-(4-methoxy-benzyl)-cyclopropylamine are refluxed in 10 mL n-butanol for 10 hours. Then the solvent is distilled off and the residue is purified by chromatography (reverse phase, water/acetonitrile gradient). Yield: 259 mg (27%); mass spectroscopy: [M+H]+=471.